The task is: describe an organic reaction: reactants, conditions, products, and yield. This data is from the Open Reaction Database (ORD), a public repository of structured organic reaction records. Starting materials: C(C1=CC=CC=C1)OC(CC(C(=O)N[C@@H](C(C)(C)C)CO)N1CN(C=C1)C1=CC=C(C=C1)C1=CC=CC=C1)=O (3(RS)-(3-biphenyl-4-yl-1H-imidazol-1-yl)-N-(2,2-dimethyl-1(S)-hydroxymethylpropyl)succinamic acid benzyl ester). Solvent: CCO (EtOH). The product is C1(=CC=C(C=C1)N1CN(C=C1)C(CC(=O)O)C(=O)N[C@@H](C(C)(C)C)CO)C1=CC=CC=C1 (3(RS)-(3-biphenyl-4-yl-1H-imidazol-1-yl)-N-(2,2-dimethyl-1(S)-hydroxymethylpropyl)succinamic acid). RXN SMILES: C([O:8][C:9](=[O:39])[CH2:10][CH:11]([N:22]1[CH:26]=[CH:25][N:24]([C:27]2[CH:32]=[CH:31][C:30]([C:33]3[CH:38]=[CH:37][CH:36]=[CH:35][CH:34]=3)=[CH:29][CH:28]=2)[CH2:23]1)[C:12]([NH:14][C@H:15]([CH2:20][OH:21])[C:16]([CH3:19])([CH3:18])[CH3:17])=[O:13])C1C=CC=CC=1>CCO>[C:30]1([C:33]2[CH:34]=[CH:35][CH:36]=[CH:37][CH:38]=2)[CH:29]=[CH:28][C:27]([N:24]2[CH:25]=[CH:26][N:22]([CH:11]([C:12]([NH:14][C@H:15]([CH2:20][OH:21])[C:16]([CH3:17])([CH3:19])[CH3:18])=[O:13])[CH2:10][C:9]([OH:39])=[O:8])[CH2:23]2)=[CH:32][CH:31]=1. Procedure: According to the procedure described in Example 1(a), a suspension of 3(RS)-(3-biphenyl-4-yl-1H-imidazol-1-yl)-N-(2,2-dimethyl-1(S)-hydroxymethylpropyl)succinamic acid benzyl ester in EtOH was hydrogenated to provide 3(RS)-(3-biphenyl-4-yl-1H-imidazol-1-yl)-N-(2,2-dimethyl-1(S)-hydroxymethylpropyl)succinamic acid as a solid, mp 145-50° C. The product is OC(CNC1=NC2=C(N1)C=CC(=C2)NC(C2=CC=C(C=C2)NC(C2=CC=C(C=C2)N(C)C)=O)=O)CO (N-(2-(2,3-Dihydroxypropyl)amino-1H-benzimidazol-5-yl)-4-(4-dimethylaminobenzamido)benzamide). Reported procedure: Compound 440 was prepared from 4-(4-dimethylaminobenzamido)benzoate and 5-amino-2-(2,3-dihydroxypropylamino)benzimidazole by standard conditions. [M+H]+ calcd for C26H28N6O4: 489.22; found: 489.01. Reaction SMILES: [CH3:1][N:2]([CH3:21])[C:3]1[CH:20]=[CH:19][C:6]([C:7]([NH:9][C:10]2[CH:18]=[CH:17][C:13]([C:14]([O-:16])=O)=[CH:12][CH:11]=2)=[O:8])=[CH:5][CH:4]=1.[NH2:22][C:23]1[CH:37]=[CH:36][C:26]2[N:27]=[C:28]([NH:30][CH2:31][CH:32]([OH:35])[CH2:33][OH:34])[NH:29][C:25]=2[CH:24]=1>>[OH:35][CH:32]([CH2:33][OH:34])[CH2:31][NH:30][C:28]1[NH:27][C:26]2[CH:36]=[CH:37][C:23]([NH:22][C:14](=[O:16])[C:13]3[CH:12]=[CH:11][C:10]([NH:9][C:7](=[O:8])[C:6]4[CH:5]=[CH:4][C:3]([N:2]([CH3:1])[CH3:21])=[CH:20][CH:19]=4)=[CH:18][CH:17]=3)=[CH:24][C:25]=2[N:29]=1. Reactants: CN(C1=CC=C(C(=O)NC2=CC=C(C(=O)[O-])C=C2)C=C1)C (4-(4-dimethylaminobenzamido)benzoate), NC1=CC2=C(N=C(N2)NCC(CO)O)C=C1 (5-amino-2-(2,3-dihydroxypropylamino)benzimidazole). Reactants: CC(=O)C.O (acetone water), COC=1C=C(N)C=C(C1)OC (3,5-dimethoxy aniline), C([O-])([O-])=O.[K+].[K+] (potassium carbonate), C(C=CC1=CC=CC=C1)(=O)Cl (Cinnamoyl chloride), C(C=CC1=CC=CC=C1)(=O)O (cinnamic acid), S(=O)(Cl)Cl (thionyl chloride). Run in O (water), C(C)(=O)OCC (ethyl acetate), CCCCCC (hexane), C1=CC=CC=C1 (benzene). Run at temperature 5 celsius, time 30 minute. Product: COC=1C=C(C=C(C1)OC)/C(/C(=O)N)=C\C1=CC=CC=C1 ((3,5-dimethoxyphenyl)-3-phenyl-(E)-2-propenamide). Yield: 95.0%. Reaction SMILES: COC1C=C(C=C(OC)C=1)[NH2:6].[C:12](=[O:15])([O-])[O-].[K+].[K+].[C:18](Cl)(=[O:27])[CH:19]=[CH:20][C:21]1[CH:26]=[CH:25][CH:24]=[CH:23][CH:22]=1.C(O)(=O)C=C[C:32]1[CH:37]=[CH:36][CH:35]=[CH:34][CH:33]=1.S(Cl)(Cl)=O.C[C:45](C)=[O:46].O>C1C=CC=CC=1.O.C(OCC)(=O)C.CCCCCC>[CH3:45][O:46][C:32]1[CH:37]=[C:36](/[C:19](=[CH:20]\[C:21]2[CH:26]=[CH:25][CH:24]=[CH:23][CH:22]=2)/[C:18]([NH2:6])=[O:27])[CH:35]=[C:34]([O:15][CH3:12])[CH:33]=1 |f:1.2.3,7.8|. Procedure: A mixture of 3,5-dimethoxy aniline 1 (10.3 g, 67.5 mmol) and potassium carbonate (13.9 g, 101.2 mmol) was taken in acetone-water (150 mL, 1:2) and cooled to 5° C. Cinnamoyl chloride (12.2 g, 67.5 mmol) (prepared by treatment of a solution of cinnamic acid (10 g, 67.5 mmol) in benzene (40 mL) with thionyl chloride (8 g, 67.5 mmol) at reflux temperature for 1 h.) was added in 15 min. to reaction mixture while maintaining temperature below 5° C. Reaction mixture was stirred below 5° C. for 30 min. ... The reactants are C(CCC)(=O)Cl (butyryl chloride), C(C(=O)O)(=O)O (oxalic acid), C1(=CC=CC=C1)C=1CCN(CC1)CCCN1C(C2=CC=CC=C2C1O)=O (2-[3-(4-phenyl-1,2,3,6-tetrahydro-1pyridyl)propyl]-3-hydroxy-1-isoindolinone), [H-].[Na+] (sodium hydride), suspension. Run in C(C)#N (acetonitrile), C(C)#N (acetonitrile), CN(C=O)C (dimethylformamide), CN(C=O)C (dimethylformamide). Conditions: time 3 hour. Product: C(C(=O)O)(=O)O.C(CCC)(=O)OC1N(C(C2=CC=CC=C12)=O)CCCN1CCC(=CC1)C1=CC=CC=C1 (3-butyryloxy-2-[3-(4-phenyl-1,2,3,6-tetrahydro-1-pyridyl)propyl]-1-isoindolinone oxalate). Yield: 69.4%. Reaction SMILES: [C:1]1([C:7]2[CH2:8][CH2:9][N:10]([CH2:13][CH2:14][CH2:15][N:16]3[CH:24]([OH:25])[C:23]4[C:18](=[CH:19][CH:20]=[CH:21][CH:22]=4)[C:17]3=[O:26])[CH2:11][CH:12]=2)[CH:6]=[CH:5][CH:4]=[CH:3][CH:2]=1.[H-].[Na+].[C:29](Cl)(=[O:33])[CH2:30][CH2:31][CH3:32].[C:35]([OH:40])(=[O:39])[C:36]([OH:38])=[O:37]>CN(C)C=O.C(#N)C>[C:35]([OH:40])(=[O:39])[C:36]([OH:38])=[O:37].[C:29]([O:26][CH:17]1[C:18]2[C:23](=[CH:22][CH:21]=[CH:20][CH:19]=2)[C:24](=[O:25])[N:16]1[CH2:15][CH2:14][CH2:13][N:10]1[CH2:9][CH:8]=[C:7]([C:1]2[CH:6]=[CH:5][CH:4]=[CH:3][CH:2]=2)[CH2:12][CH2:11]1)(=[O:33])[CH2:30][CH2:31][CH3:32] |f:1.2,7.8|. Procedure: A solution of 2-[3-(4-phenyl-1,2,3,6-tetrahydro-1pyridyl)propyl]-3-hydroxy-1-isoindolinone (8 g) in anhydrous dimethylformamide (75 cc) is added to a suspension of sodium hydride (as a 50% suspension in oil) (1.2 g) in anhydrous dimethylformamide (15 cc) at a temperature close to 20° C. in the course of 15 minutes and agitation is continued for 3 hours. Then, 2.6 g of butyryl chloride is added in the course of 10 minutes, and agitation is continued for a further 20 hours. The suspension obtained...